From a dataset of the Open Reaction Database (ORD), a public repository of structured organic reaction records. describe an organic reaction: reactants, conditions, products, and yield Reactants: [Na] (sodium), C(#N)C1=C(C=CC(=C1)CC)NC(=O)N ((2-cyano-4-ethylphenyl)urea), O (water). Solvent: CO (methanol). The product is NC1=NC(=NC2=CC=C(C=C12)CC)O (4-amino-6-ethyl-2-hydroxyquinazoline). The yield is 93.5%. RXN SMILES: [Na].[C:2]([C:4]1[CH:9]=[C:8]([CH2:10][CH3:11])[CH:7]=[CH:6][C:5]=1[NH:12][C:13]([NH2:15])=[O:14])#[N:3].O>CO>[NH2:3][C:2]1[C:4]2[C:5](=[CH:6][CH:7]=[C:8]([CH2:10][CH3:11])[CH:9]=2)[N:12]=[C:13]([OH:14])[N:15]=1 |^1:0|. Procedure details: To a solution of sodium metal (0.365 g) in dried methanol (300 ml) was added (2-cyano-4-ethylphenyl)urea (10 g) and the reaction mixture was heated under reflux for 5 hours and a half. The resultant mixture was concentrated under reduced pressure to give a residue, to which was added water. The resultant crystals were separated by filtration, washed with water and dried under reduced pressure to give crystalline 4-amino-6-ethyl-2-hydroxyquinazoline (9.35 g). Procedure details: The resulting 292.4 grams of NCH-1.5 was then mixed with 1.9 grams CaO in an autoclave and reacted with 220 grams of ethylene oxide (EO) fed into the autoclave over a six-hour period at a temperature of 150° C. and a pressure of 50 psi. Pressure and temperature were controlled by EO charge rate and rate of flow of cooling water. After all the oxide was charged, the reaction was held for one hour and the autoclave was placed under a 50 mm vacuum for thirty minutes and the vacuum was broken with n... As a reaction SMILES: [CH2:1]1[O:3][CH2:2]1.[CH2:4]([C:13]1(O)[CH2:18]CC[CH2:15][CH2:14]1)[CH2:5][CH2:6][CH2:7][CH2:8][CH2:9][CH2:10][CH2:11][CH3:12].Cl>O>[CH3:12][CH2:11][CH2:10][CH2:9][CH2:8][CH2:7][CH2:6][CH2:5][CH2:4][C:13]1[CH:14]=[CH:15][C:1]([OH:3])=[CH:2][CH:18]=1. Solvent: O (water). Reactants: NCH-1, oxide, C1CO1 (EO), Cl (HCl), CaO, C1CO1 (ethylene oxide), C(CCCCCCCC)C1(CCCCC1)O (nonylcyclohexyl alcohol). Yields the product CCCCCCCCCC=1C=CC(=CC1)O (NONYLPHENOL). Conditions: time 1 hour. Reactants: FC(C1=C(C=C(C=C1)C(F)(F)F)[N+](=O)[O-])(F)F (2,5-bis(trifluoromethyl)nitrobenzene), [H][H] (Hydrogen). Reagents/catalysts: [Ni] (Raney Nickel). Run in C(C)(C)O (isopropanol). Run at temperature 70 celsius, time 8 hour. The product is FC(C1=C(N)C=C(C=C1)C(F)(F)F)(F)F (2,5-bis(trifluoromethyl)aniline). Yield: 72.6%. Reaction SMILES: [F:1][C:2]([F:17])([F:16])[C:3]1[CH:8]=[CH:7][C:6]([C:9]([F:12])([F:11])[F:10])=[CH:5][C:4]=1[N+:13]([O-])=O.[H][H]>[Ni].C(O)(C)C>[F:1][C:2]([F:16])([F:17])[C:3]1[CH:8]=[CH:7][C:6]([C:9]([F:10])([F:12])[F:11])=[CH:5][C:4]=1[NH2:13]. Reported procedure: Into an autoclave, 1.05 g of Raney Nickel catalyst (10 wt %) and 100 ml of isopropanol were introduced, and 10.0 g of 2,5-bis(trifluoromethyl)nitrobenzene was added thereto in small amounts. Hydrogen gas was blown until 5 kg/cm2 with stirring, and the temperature was increased to 70° C. Reaction was carried out at from 70 to 90° C. for 8 hours. After the temperature was recovered to room temperature, hydrogen gas was evacuated, and the Raney Nickel was subjected to filtration and washed with iso... Starting materials: CC1(CC(NC2=CC=C(C=C12)C(F)(F)F)C1=C(N)C=CC=C1)C (2-(4,4-dimethyl-6-(trifluoromethyl)-1,2,3,4-tetrahydroquinolin-2-yl)aniline), N1=CC(=CC=C1)S(=O)(=O)Cl (pyridine-3-sulfonyl chloride). Yields the product CC1(CC(NC2=CC=C(C=C12)C(F)(F)F)C1=C(C=CC=C1)NS(=O)(=O)C=1C=NC=CC1)C (pyridine-3-sulfonic acid [2-(4,4-dimethyl-6-trifluoromethyl-1,2,3,4-tetrahydro-quinolin-2-yl)-phenyl]-amide). Reaction SMILES: [CH3:1][C:2]1([CH3:23])[C:11]2[C:6](=[CH:7][CH:8]=[C:9]([C:12]([F:15])([F:14])[F:13])[CH:10]=2)[NH:5][CH:4]([C:16]2[CH:22]=[CH:21][CH:20]=[CH:19][C:17]=2[NH2:18])[CH2:3]1.[N:24]1[CH:29]=[CH:28][CH:27]=[C:26]([S:30](Cl)(=[O:32])=[O:31])[CH:25]=1>N1C=CC=CC=1.O>[CH3:1][C:2]1([CH3:23])[C:11]2[C:6](=[CH:7][CH:8]=[C:9]([C:12]([F:13])([F:15])[F:14])[CH:10]=2)[NH:5][CH:4]([C:16]2[CH:22]=[CH:21][CH:20]=[CH:19][C:17]=2[NH:18][S:30]([C:26]2[CH:25]=[N:24][CH:29]=[CH:28][CH:27]=2)(=[O:32])=[O:31])[CH2:3]1. Reaction conditions: time 3 hour. The solvent is O (water), N1=CC=CC=C1 (pyridine). Procedure: To a solution of 2-(4,4-dimethyl-6-(trifluoromethyl)-1,2,3,4-tetrahydroquinolin-2-yl)aniline (150 mg, 0.47 mmol) in pyridine (2 mL) was added pyridine-3-sulfonyl chloride (100 mg) at ice-bath under nitrogen. After addition, the resulting mixture was stirred at room temperature for 3 h. The reaction mixture was diluted with water, and extracted with ethyl acetate. The combined organic layer was dried over anhydrous sodium sulfate, and then concentrated. The residue was purified by HPLC to give py... Procedure: N-[6-[[[(1,1-dimethylethoxy)carbonyl]amino]methyl]-5-methyl-4-oxo-4H-3,1-benzoxazin-2-yl]-O-methyl-L-tyrosine, morpholineamide; The product is CN(C([C@@H](NC1=NC2=C(C(O1)=O)C(=C(C=C2)CNC(=O)OC(C)(C)C)C)C)=O)C (N-[6-[[[(1,1-dimethylethoxy)carbonyl]amino]methyl]-5-methyl-4-oxo-4H-3,1-benzoxazin-2-yl]-L-alanine, dimethylamide). As a reaction SMILES: [CH3:1][C:2]([CH3:35])([O:4][C:5]([NH:7][CH2:8][C:9]1[CH:10]=[CH:11][C:12]2[N:17]=[C:16]([NH:18][C@H:19]([C:29](O)=[O:30])[CH2:20]C3C=CC(OC)=CC=3)[O:15][C:14](=[O:32])[C:13]=2[C:33]=1[CH3:34])=[O:6])[CH3:3].[N:36]1(C(N)=O)[CH2:41]COC[CH2:37]1>>[CH3:37][N:36]([CH3:41])[C:29](=[O:30])[C@H:19]([CH3:20])[NH:18][C:16]1[O:15][C:14](=[O:32])[C:13]2[C:33]([CH3:34])=[C:9]([CH2:8][NH:7][C:5]([O:4][C:2]([CH3:3])([CH3:1])[CH3:35])=[O:6])[CH:10]=[CH:11][C:12]=2[N:17]=1. Starting materials: CC(C)(OC(=O)NCC=1C=CC2=C(C(OC(=N2)N[C@@H](CC2=CC=C(C=C2)OC)C(=O)O)=O)C1C)C (N-[6-[[[(1,1-dimethylethoxy)carbonyl]amino]methyl]-5-methyl-4-oxo-4H-3,1-benzoxazin-2-yl]-O-methyl-L-tyrosine), N1(CCOCC1)C(=O)N (morpholineamide). Starting materials: CCCCN, Cc1ccccc1, COCC(Cl)C=O. The product is CCCCNC(C=O)COC. As a reaction SMILES: [CH2:8]([CH2:9][CH2:10][CH3:11])[NH2:12].[CH3:13][c:14]1[cH:15][cH:16][cH:17][cH:18][cH:19]1.[Cl:1][CH:2]([CH:3]=[O:4])[CH2:5][O:6][CH3:7]>>[CH:2]([CH:3]=[O:4])([CH2:5][O:6][CH3:7])[NH:12][CH2:8][CH2:9][CH2:10][CH3:11]. The reactants are C1(CCCCC1)=O (cyclohexanone), C(C(C)C)=O (isobutyraldehyde), O (water), [OH-].[Na+] (sodium hydroxide). The solvent is [Cl-].[Na+].O (brine). Conditions: time 1 hour. The product is C(C(C)C)=C1C(CCCC1)=O (2-ISOBUTYLIDENECYCLOHEXANONE). Yield: 40.0%. As a reaction SMILES: [C:1]1(=[O:7])[CH2:6][CH2:5][CH2:4][CH2:3][CH2:2]1.O.[OH-].[Na+].[CH:11](=O)[CH:12]([CH3:14])[CH3:13]>[Cl-].[Na+].O>[CH:11](=[C:2]1[CH2:3][CH2:4][CH2:5][CH2:6][C:1]1=[O:7])[CH:12]([CH3:14])[CH3:13] |f:2.3,5.6.7|. Procedure: Into a 8 liter reaction vessel are placed 3400 grams cyclohexanone, 250 grams of water and 80 grams of sodium hydroxide. Over a period of one hour while maintaining the reaction mass at 50°-75° C., 1400 grams (19.4 moles) of isobutyraldehyde is added to the reaction mass. The reaction mass is stirred for a period of one hour. At the end of the one hour period, an equal volume of brine is added to the reaction mass. The organic phase is separated from the aqueous phase and the organic phase is wa... Starting materials: COC(=O)c1ccc(C(=O)OC)cc1, Cc1ccccc1, CO, [K+], [OH-]. Yields the product COC(=O)c1ccc(C(=O)[O-])cc1, [K+]. As a reaction SMILES: [C:1]([c:2]1[cH:3][cH:4][c:5]([C:6](=[O:7])[O:8][CH3:9])[cH:10][cH:11]1)(=[O:12])[O:13][CH3:14].[CH3:15][c:16]1[cH:17][cH:18][cH:19][cH:20][cH:21]1.[CH3:24][OH:25].[K+:23].[OH-:22]>>[C:1]([c:2]1[cH:3][cH:4][c:5]([C:6](=[O:7])[O:8][CH3:9])[cH:10][cH:11]1)(=[O:12])[O-:13].[K+:23]. Reactants: [N+](=O)([O-])C1=C(C(=O)Cl)C=CC=C1 (2-nitro-benzoyl chloride), NC=1C=NC(=CC1)Cl (3-amino-6-chloropyridine). Yields the product ClC1=CC=C(C=N1)NC(C1=C(C=CC=C1)[N+](=O)[O-])=O (N-(6-Chloropyridin-3-yl)-2-nitrobenzamide). As a reaction SMILES: [N+:1]([C:4]1[CH:12]=[CH:11][CH:10]=[CH:9][C:5]=1[C:6](Cl)=[O:7])([O-:3])=[O:2].[NH2:13][C:14]1[CH:15]=[N:16][C:17]([Cl:20])=[CH:18][CH:19]=1>>[Cl:20][C:17]1[N:16]=[CH:15][C:14]([NH:13][C:6](=[O:7])[C:5]2[CH:9]=[CH:10][CH:11]=[CH:12][C:4]=2[N+:1]([O-:3])=[O:2])=[CH:19][CH:18]=1. Procedure: Using methods substantially equivalent to those described in example 1-A, N-(6-chloropyridin-3-yl)-2-nitrob nzamide (1.24 g, 73%) was prepared from 2-nitro-benzoyl chloride and 3-amino-6-chloropyridine. Reactants: [H-].[Na+] (sodium hydride), C(C)OC(C(C(=O)OCC)C1=C(C(=CC=C1)C(C1=CC=CC=C1)=O)[N+](=O)[O-])=O (2-(3-benzoyl-2-nitrophenyl)propanedioic acid diethyl ester), O (water), CI (methyliodide). Solvent: CN(C=O)C (dimethylformamide), CN(C=O)C (dimethylformamide). Conditions: time 5 minute. Product: C(C)OC(C(C(=O)OCC)(C)C1=C(C(=CC=C1)C(C1=CC=CC=C1)=O)[N+](=O)[O-])=O (2-(3-Benzoyl-2-nitrophenyl)-2-methylpropanedioic Acid Diethyl Ester). As a reaction SMILES: [H-].[Na+].[CH2:3]([O:5][C:6](=[O:30])[CH:7]([C:13]1[CH:18]=[CH:17][CH:16]=[C:15]([C:19](=[O:26])[C:20]2[CH:25]=[CH:24][CH:23]=[CH:22][CH:21]=2)[C:14]=1[N+:27]([O-:29])=[O:28])[C:8]([O:10][CH2:11][CH3:12])=[O:9])[CH3:4].[CH3:31]I.O>CN(C)C=O>[CH2:11]([O:10][C:8](=[O:9])[C:7]([C:13]1[CH:18]=[CH:17][CH:16]=[C:15]([C:19](=[O:26])[C:20]2[CH:25]=[CH:24][CH:23]=[CH:22][CH:21]=2)[C:14]=1[N+:27]([O-:29])=[O:28])([CH3:31])[C:6]([O:5][CH2:3][CH3:4])=[O:30])[CH3:12] |f:0.1|. Reported procedure: A slurry of 0.6 g (0.012 mole) of 50% sodium hydride/oil (washed, petroleum ether) in a 10 ml dimethylformamide was treated dropwise with a solution of 3.6 g (0.009 mole) of 2-(3-benzoyl-2-nitrophenyl)propanedioic acid diethyl ester in 20 ml of dimethylformamide. The mixtue was stirred for 5 min and the 4 ml (9.1 g, 0.065 mole) of methyliodide was added and the solution stirred at ambient temperature overnight. The solution was poured into 500 ml of cold water and let stand overnight. The aqueou...